This data is from the Open Reaction Database (ORD), a public repository of structured organic reaction records. The task is: describe an organic reaction: reactants, conditions, products, and yield Starting materials: [Br-] (bromide), ClC=1C=CC(=C2C=COC21)C(C(=O)O)C(C)C (7-chloro-α-isopropylbenzofuran-4-acetic acid). The solvent is ClC(Cl)(Cl)Cl (tetrachloromethane). The product is BrC=1OC=2C(C1)=C(C=CC2Cl)C(C(=O)O)C(C)C (2-bromo-7-chloro-α-isopropylbenzofuran-4-acetic acid). Isolated yield 78.9%. Reaction SMILES: [Br-:1].[Cl:2][C:3]1[CH:4]=[CH:5][C:6]([CH:12]([CH:16]([CH3:18])[CH3:17])[C:13]([OH:15])=[O:14])=[C:7]2[C:11]=1[O:10][CH:9]=[CH:8]2>ClC(Cl)(Cl)Cl>[Br:1][C:9]1[O:10][C:11]2[C:7](=[C:6]([CH:12]([CH:16]([CH3:18])[CH3:17])[C:13]([OH:15])=[O:14])[CH:5]=[CH:4][C:3]=2[Cl:2])[CH:8]=1. Procedure details: A solution of bromide (0.90 g, 5.7×10-3 mol) and 7-chloro-α-isopropylbenzofuran-4-acetic acid (1.44 g, 5.7×10-3 mol) in tetrachloromethane (50 cm3) was heated to reflux for 2 hr. The solvent was removed and the residue was subjected to column chromatography on silica using ethyl acetate as the eluant. The appropriate fractions were combined and the solvent was removed to give 2-bromo-7-chloro-α-isopropylbenzofuran-4-acetic acid (1.50 g, 4.5×10-3 mol, 79.5%). Reactants: NC1=C(C=C(C=N1)C(=O)N=S(=O)(C)CCCCC(=O)OC)C#CC1=CC(=CC=C1)N (methyl 5-[N-({6-amino-5-[(3-aminophenyl)ethynyl]pyridin-3-yl}carbonyl)-S-methylsulfonimidoyl]pentanoate), COC=1C=C(C(=O)O)C=CC1OC (3,4-dimethoxybenzoic acid). Product: NC1=C(C=C(C=N1)C(=O)N=S(=O)(C)CCCCC(=O)OC)C#CC1=CC(=CC=C1)NC(C1=CC(=C(C=C1)OC)OC)=O (Methyl 5-(N-{[6-amino-5-({3-[(3,4-dimethoxybenzoyl)amino]phenyl}ethynyl)pyridin-3-yl]carbonyl}-S-methylsulfonimidoyl)pentanoate). As a reaction SMILES: [NH2:1][C:2]1[N:7]=[CH:6][C:5]([C:8]([N:10]=[S:11]([CH2:14][CH2:15][CH2:16][CH2:17][C:18]([O:20][CH3:21])=[O:19])([CH3:13])=[O:12])=[O:9])=[CH:4][C:3]=1[C:22]#[C:23][C:24]1[CH:29]=[CH:28][CH:27]=[C:26]([NH2:30])[CH:25]=1.[CH3:31][O:32][C:33]1[CH:34]=[C:35]([CH:39]=[CH:40][C:41]=1[O:42][CH3:43])[C:36](O)=[O:37]>>[NH2:1][C:2]1[N:7]=[CH:6][C:5]([C:8]([N:10]=[S:11]([CH2:14][CH2:15][CH2:16][CH2:17][C:18]([O:20][CH3:21])=[O:19])([CH3:13])=[O:12])=[O:9])=[CH:4][C:3]=1[C:22]#[C:23][C:24]1[CH:29]=[CH:28][CH:27]=[C:26]([NH:30][C:36](=[O:37])[C:35]2[CH:39]=[CH:40][C:41]([O:42][CH3:43])=[C:33]([O:32][CH3:31])[CH:34]=2)[CH:25]=1. Reported procedure: In a manner similar to that described in Example 25, methyl 5-[N-({6-amino-5-[(3-aminophenyl)ethynyl]pyridin-3-yl}carbonyl)-S-methylsulfonimidoyl]pentanoate and 3,4-dimethoxybenzoic acid were coupled to give the title compound as a white foam (102 mg). Reactants: CCCC[N+](CCCC)(CCCC)CCCC, CCOC(C)=O, [F-], C1CCOC1, CC(C)Oc1cnc2c(c1)cc(C(=CC1CCCC1)c1ccc(S(C)(=O)=O)cc1)n2S(=O)(=O)c1ccccc1. The product is CC(C)Oc1cnc2[nH]c(C(=CC3CCCC3)c3ccc(S(C)(=O)=O)cc3)cc2c1. Reaction SMILES: [CH3:41][CH2:42][CH2:43][CH2:44][N+:45]([CH2:46][CH2:47][CH2:48][CH3:49])([CH2:50][CH2:51][CH2:52][CH3:53])[CH2:54][CH2:55][CH2:56][CH3:57].[CH3:63][CH2:64][O:65][C:66](=[O:67])[CH3:68].[F-:40].[O:58]1[CH2:59][CH2:60][CH2:61][CH2:62]1.[c:1]1([S:2](=[O:3])(=[O:4])[n:10]2[c:11]([C:23](=[CH:24][CH:25]3[CH2:26][CH2:27][CH2:28][CH2:29]3)[c:30]3[cH:31][cH:32][c:33]([S:36](=[O:37])(=[O:38])[CH3:39])[cH:34][cH:35]3)[cH:12][c:13]3[c:14]2[n:15][cH:16][c:17]([O:19][CH:20]([CH3:21])[CH3:22])[cH:18]3)[cH:5][cH:6][cH:7][cH:8][cH:9]1>>[nH:10]1[c:11]([C:23](=[CH:24][CH:25]2[CH2:26][CH2:27][CH2:28][CH2:29]2)[c:30]2[cH:31][cH:32][c:33]([S:36](=[O:37])(=[O:38])[CH3:39])[cH:34][cH:35]2)[cH:12][c:13]2[c:14]1[n:15][cH:16][c:17]([O:19][CH:20]([CH3:21])[CH3:22])[cH:18]2. Reactants: CCNCC1CCNC1, CC#N, O=C(O)c1cn(C2CCCCC2)c2c(F)c(F)c(F)cc2c1=O. Product: CCNCC1CCN(c2c(F)cc3c(=O)c(C(=O)O)cn(C4CCCCC4)c3c2F)C1. As a reaction SMILES: [CH2:24]([CH3:25])[NH:26][CH2:27][CH:28]1[CH2:29][NH:30][CH2:31][CH2:32]1.[CH3:33][C:34]#[N:35].[CH:1]1([n:7]2[cH:8][c:9]([C:21](=[O:22])[OH:23])[c:10](=[O:20])[c:11]3[cH:12][c:13]([F:19])[c:14]([F:18])[c:15]([F:17])[c:16]23)[CH2:2][CH2:3][CH2:4][CH2:5][CH2:6]1>>[CH:1]1([n:7]2[cH:8][c:9]([C:21](=[O:22])[OH:23])[c:10](=[O:20])[c:11]3[cH:12][c:13]([F:19])[c:14]([N:30]4[CH2:29][CH:28]([CH2:27][NH:26][CH2:24][CH3:25])[CH2:32][CH2:31]4)[c:15]([F:17])[c:16]23)[CH2:2][CH2:3][CH2:4][CH2:5][CH2:6]1. The reactants are O=C1N(C(C=2NC(=NC2N1CCC)C12CCC(CC1)(CC2)C=O)=O)CCC (4-(2,6-dioxo-1,3-dipropyl-2,3,6,7-tetrahydro-1H-purin-8-yl)-bicyclo[2.2.2]octane-1-carbaldehyde), Cl.NO (hydroxylamine hydrochloride), CC(=O)[O-].[Na+] (NaOAc). Run in O (water), CO (MeOH). Reaction conditions: time 8 hour. Product: O=C1N(C(C=2NC(=NC2N1CCC)C12CCC(CC1)(CC2)C=NO)=O)CCC (4-(2,6-Dioxo-1,3-dipropyl-2,3,6,7-tetrahydro-1H-purin-8-yl)-bicyclo[2.2.2]octane-1-carbaldehyde oxime). The yield is 84.0%. Reaction SMILES: [O:1]=[C:2]1[N:10]([CH2:11][CH2:12][CH3:13])[C:9]2[N:8]=[C:7]([C:14]34[CH2:21][CH2:20][C:17]([CH:22]=O)([CH2:18][CH2:19]3)[CH2:16][CH2:15]4)[NH:6][C:5]=2[C:4](=[O:24])[N:3]1[CH2:25][CH2:26][CH3:27].Cl.[NH2:29][OH:30].CC([O-])=O.[Na+]>CO.O>[O:1]=[C:2]1[N:10]([CH2:11][CH2:12][CH3:13])[C:9]2[N:8]=[C:7]([C:14]34[CH2:15][CH2:16][C:17]([CH:22]=[N:29][OH:30])([CH2:18][CH2:19]3)[CH2:20][CH2:21]4)[NH:6][C:5]=2[C:4](=[O:24])[N:3]1[CH2:25][CH2:26][CH3:27] |f:1.2,3.4|. Procedure: To a stirred solution of 4-(2,6-dioxo-1,3-dipropyl-2,3,6,7-tetrahydro-1H-purin-8-yl)-bicyclo[2.2.2]octane-1-carbaldehyde (1.6 g, 4.3 mmol) in MeOH (30 ml) was added hydroxylamine hydrochloride (1.2 eq, 5.16 mmol, 356 mg) and a solution of NaOAc (trihydrate, 1.5 eq, 6.45 mmol, 890 mg) in water (10 ml). The resulting mixture was stirred at rt overnight. The mixture was concentrated in vacuo and the solid residue was suspended in water (15 ml), collected, washed with water and dried to afford a whi... Starting materials: C(C=C)C=1C=C(C=CC1O)C=1CCC(NN1)=O (6-(3-allyl-4-hydroxyphenyl)-4,5-dihydro-3(2H)-pyridazinone), C(Cl)C1CO1 (epichlorohydrin), N1CCCCC1 (piperidine), [OH-].[Na+] (sodium hydroxide). Run in ClCCl (dichloromethane). The product is C(C=C)C=1C=C(C=CC1OCC1CO1)C=1CCC(NN1)=O (6-[3-allyl-4-(2,3-epoxypropoxy)phenyl]-4,5-dihydro-3(2H)-pyridazinone). The yield is 47.6%. Reaction SMILES: [CH2:1]([C:4]1[CH:5]=[C:6]([C:11]2[CH2:12][CH2:13][C:14](=[O:17])[NH:15][N:16]=2)[CH:7]=[CH:8][C:9]=1[OH:10])[CH:2]=[CH2:3].[CH2:18]([CH:20]1[O:22][CH2:21]1)Cl.N1CCCCC1.[OH-].[Na+]>ClCCl>[CH2:1]([C:4]1[CH:5]=[C:6]([C:11]2[CH2:12][CH2:13][C:14](=[O:17])[NH:15][N:16]=2)[CH:7]=[CH:8][C:9]=1[O:10][CH2:18][CH:20]1[O:22][CH2:21]1)[CH:2]=[CH2:3] |f:3.4|. Reported procedure: A mixture of finely ground 6-(3-allyl-4-hydroxyphenyl)-4,5-dihydro-3(2H)-pyridazinone (50 g, 0.22 mole), epichlorohydrin (200 g, 2.2 mole) and piperidine (2 g) was heated on a steam bath for 90 minutes. Evaporation under reduced pressure gave a viscous oil which was dissolved in dichloromethane and stirred for 10 minutes with dilute sodium hydroxide (500 ml). The organic phase was washed with water, dried and evaporated to an oil which slowly solidified. Addition of ethanolether gave 6-[3-allyl-... Product: COC1=C(OC(=O)OCCO)C=CC=C1 (1-(2-Methoxyphenoxycarbonyloxy)-2-ethanol). Reactants: ClC(=O)OC1=C(C=CC=C1)OC (2-methoxyphenyl chloroformate). RXN SMILES: Cl[C:2]([O:4][C:5]1[CH:10]=[CH:9][CH:8]=[CH:7][C:6]=1[O:11][CH3:12])=[O:3]>C(O)CO>[CH3:12][O:11][C:6]1[CH:7]=[CH:8][CH:9]=[CH:10][C:5]=1[O:4][C:2]([O:4][CH2:5][CH2:6][OH:11])=[O:3]. Run in C(CO)O (ethylene glycol). Reported procedure: The reaction of 2-methoxyphenyl chloroformate with ethylene glycol is conducted on a 0.01 mole scale employing the same conditions as described in Example III. A 0.7 g yield of the pure product is obtained as an oil. The product is unstable and decomposes quantitatively after standing at room temperature for several hours. Reactants: CCCc1ccc(OCCC(C)C)cc1SC(=O)N(C)C, CNC, Cl, [K+], [OH-], O. Product: CCCc1ccc(OCCC(C)C)cc1S. RXN SMILES: [CH3:1][N:2]([CH3:3])[C:20]([S:4][c:5]1[c:6]([CH2:17][CH2:18][CH3:19])[cH:7][cH:8][c:9]([O:11][CH2:12][CH2:13][CH:14]([CH3:15])[CH3:16])[cH:10]1)=[O:21].[CH3:24][NH:25][CH3:26].[ClH:27].[K+:23].[OH-:22].[OH2:28]>>[SH:4][c:5]1[c:6]([CH2:17][CH2:18][CH3:19])[cH:7][cH:8][c:9]([O:11][CH2:12][CH2:13][CH:14]([CH3:15])[CH3:16])[cH:10]1. Starting materials: COC1=CC=C(CN(C([O-])=O)C2(CC2)COC2=C(C=C3C(=CC=NC3=C2)OC2=C(C=C(C=C2)NC(=O)C2(CC2)C(NC2=CC=C(C=C2)F)=O)F)OC)C=C1 (4-methoxybenzyl-1-((4-(2-fluoro-4-(1-(4-fluorophenylcarbamoyl)cyclopropanecarboxamido)-phenoxy)-6-methoxyquinolin-7-yloxy)methyl)cyclopropylcarbamate), C(=O)(C(F)(F)F)O.C(Cl)Cl (TFA DCM), C(=O)(O)[O-].[Na+] (NaHCO3). Reaction conditions: temperature 0 celsius, time 2 hour. Yields the product NC1(CC1)COC1=C(C=C2C(=CC=NC2=C1)OC1=C(C=C(C=C1)N(C(=O)C1(CC1)C(=O)N)C1=CC=C(C=C1)F)F)OC (N-(4-(7-((1-aminocyclopropyl)methoxy)-6-methoxyquinolin-4-yloxy)-3-fluorophenyl)-N-(4-fluorophenyl)cyclopropane-1,1-dicarboxamide). As a reaction SMILES: COC1C=CC(C[N:8]([C:12]2([CH2:15][O:16][C:17]3[CH:26]=[C:25]4[C:20]([C:21]([O:27][C:28]5[CH:33]=[CH:32][C:31]([NH:34][C:35]([C:37]6([C:40](=[O:49])[NH:41]C7C=CC(F)=CC=7)[CH2:39][CH2:38]6)=[O:36])=[CH:30][C:29]=5[F:50])=[CH:22][CH:23]=[N:24]4)=[CH:19][C:18]=3OC)[CH2:14][CH2:13]2)C(=O)[O-])=CC=1.[C:55](O)([C:57]([F:60])(F)F)=O.C(Cl)Cl.[C:65]([O-:68])(O)=O.[Na+]>>[NH2:8][C:12]1([CH2:15][O:16][C:17]2[CH:26]=[C:25]3[C:20]([C:21]([O:27][C:28]4[CH:33]=[CH:32][C:31]([N:34]([C:12]5[CH:15]=[CH:55][C:57]([F:60])=[CH:14][CH:13]=5)[C:35]([C:37]5([C:40]([NH2:41])=[O:49])[CH2:39][CH2:38]5)=[O:36])=[CH:30][C:29]=4[F:50])=[CH:22][CH:23]=[N:24]3)=[CH:19][C:18]=2[O:68][CH3:65])[CH2:14][CH2:13]1 |f:1.2,3.4|. Reported procedure: The product of Example 1 (2.1 g) was mixed with 10% TFA/DCM (50 ml) and stirred at 0° C. for 2 hours. Saturated NaHCO3 (80 ml) was added to the solution at 0° C. and the solution was further extracted with EtOAc twice. The combined organic layer was washed with water, brine and dried over Na2SO4. The solution was evaporated to give the titled compound for next step without further purification. Mass: (M+1), 575 Starting materials: CCOC(C)=O, O=Cc1ccccc1, ClCCl, NC1CCCCC1N1CCC(NC(=O)CNC(=O)c2cccc(C(F)(F)F)c2)C1. Yields the product O=C(CNC(=O)c1cccc(C(F)(F)F)c1)NC1CCN(C2CCCCC2NCc2ccccc2)C1. RXN SMILES: [CH3:41][CH2:42][O:43][C:44]([CH3:45])=[O:46].[CH:1](=[O:2])[c:3]1[cH:4][cH:5][cH:6][cH:7][cH:8]1.[Cl:38][CH2:39][Cl:40].[NH2:9][CH:10]1[CH:11]([N:16]2[CH2:17][CH:18]([NH:21][C:22]([CH2:23][NH:24][C:25]([c:26]3[cH:27][c:28]([C:32]([F:33])([F:34])[F:35])[cH:29][cH:30][cH:31]3)=[O:36])=[O:37])[CH2:19][CH2:20]2)[CH2:12][CH2:13][CH2:14][CH2:15]1>>[CH2:1]([c:3]1[cH:4][cH:5][cH:6][cH:7][cH:8]1)[NH:9][CH:10]1[CH:11]([N:16]2[CH2:17][CH:18]([NH:21][C:22]([CH2:23][NH:24][C:25]([c:26]3[cH:27][c:28]([C:32]([F:33])([F:34])[F:35])[cH:29][cH:30][cH:31]3)=[O:36])=[O:37])[CH2:19][CH2:20]2)[CH2:12][CH2:13][CH2:14][CH2:15]1.